Dataset: the Open Reaction Database (ORD), a public repository of structured organic reaction records. Task: describe an organic reaction: reactants, conditions, products, and yield Starting materials: [Al+3], [H-], [H-], [H-], [H-], [Li+], C1CCOC1, O, CCOC(=O)c1cn(Cc2ccc(OCc3nc(-c4ccco4)oc3C)cc2)nc1OCc1ccc(OCc2nc(-c3ccco3)oc2C)cc1. Product: Cc1oc(-c2ccco2)nc1COc1ccc(COc2nn(Cc3ccc(OCc4nc(-c5ccco5)oc4C)cc3)cc2CO)cc1. Reaction SMILES: [Al+3:2].[H-:1].[H-:4].[H-:5].[H-:6].[Li+:3].[O:59]1[CH2:60][CH2:61][CH2:62][CH2:63]1.[OH2:58].[o:7]1[c:8](-[c:12]2[o:13][c:14]([CH3:57])[c:15]([CH2:17][O:18][c:19]3[cH:20][cH:21][c:22]([CH2:23][n:24]4[n:25][c:26]([O:34][CH2:35][c:36]5[cH:37][cH:38][c:39]([O:42][CH2:43][c:44]6[n:45][c:46](-[c:50]7[o:51][cH:52][cH:53][cH:54]7)[o:47][c:48]6[CH3:49])[cH:40][cH:41]5)[c:27]([C:29](=[O:30])[O:31][CH2:32][CH3:33])[cH:28]4)[cH:55][cH:56]3)[n:16]2)[cH:9][cH:10][cH:11]1>>[o:7]1[c:8](-[c:12]2[o:13][c:14]([CH3:57])[c:15]([CH2:17][O:18][c:19]3[cH:20][cH:21][c:22]([CH2:23][n:24]4[n:25][c:26]([O:34][CH2:35][c:36]5[cH:37][cH:38][c:39]([O:42][CH2:43][c:44]6[n:45][c:46](-[c:50]7[o:51][cH:52][cH:53][cH:54]7)[o:47][c:48]6[CH3:49])[cH:40][cH:41]5)[c:27]([CH2:29][OH:30])[cH:28]4)[cH:55][cH:56]3)[n:16]2)[cH:9][cH:10][cH:11]1. Starting materials: ClC1=CC=C(C=C1)C1=CC=2C(NC=CC2O1)=O (2-(4-chlorophenyl)furo[3,2-c]pyridin-4(5H)-one), BrC=1C=CC2=C(N(C(=N2)C2CC2)C)C1 (6-bromo-2-cyclopropyl-1-methyl-1H-benzimidazole), CNCCNC (N,N′-dimethylethylenediamine), C([O-])([O-])=O.[K+].[K+] (potassium carbonate). The reagents and catalysts are [Cu]I (copper(I) iodide). Solvent: CS(=O)C (DMSO). Run at temperature 190 celsius, time 1 hour. Yields the product ClC1=CC=C(C=C1)C1=CC=2C(N(C=CC2O1)C=1C=CC2=C(N(C(=N2)C2CC2)C)C1)=O (2-(4-Chlorophenyl)-5-(2-cyclopropyl-1-methyl-1H-benzimidazol-6-yl)furo[3,2-c]pyridin-4(5H)-one). Isolated yield 22.0%. RXN SMILES: [Cl:1][C:2]1[CH:7]=[CH:6][C:5]([C:8]2[O:16][C:15]3[CH:14]=[CH:13][NH:12][C:11](=[O:17])[C:10]=3[CH:9]=2)=[CH:4][CH:3]=1.Br[C:19]1[CH:20]=[CH:21][C:22]2[N:26]=[C:25]([CH:27]3[CH2:29][CH2:28]3)[N:24]([CH3:30])[C:23]=2[CH:31]=1.CNCCNC.C(=O)([O-])[O-].[K+].[K+]>[Cu]I.CS(C)=O>[Cl:1][C:2]1[CH:3]=[CH:4][C:5]([C:8]2[O:16][C:15]3[CH:14]=[CH:13][N:12]([C:19]4[CH:20]=[CH:21][C:22]5[N:26]=[C:25]([CH:27]6[CH2:28][CH2:29]6)[N:24]([CH3:30])[C:23]=5[CH:31]=4)[C:11](=[O:17])[C:10]=3[CH:9]=2)=[CH:6][CH:7]=1 |f:3.4.5|. Procedure: A mixture of 2-(4-chlorophenyl)furo[3,2-c]pyridin-4(5H)-one (100 mg), 6-bromo-2-cyclopropyl-1-methyl-1H-benzimidazole (123 mg), N,N′-dimethylethylenediamine (0.043 mL), copper(I) iodide (78.0 mg), potassium carbonate (169 mg) and DMSO (3.0 mL) was stirred at 190° C. for 1 hr under microwave irradiation. The reaction mixture was purified by silica gel column chromatography (NH, ethyl acetate/hexane), and the obtained solid was washed with ethyl acetate to give the title compound (37.3 mg) as a pa... The reactants are ClC1=NC=C(C=C1)C(F)(F)F (2-chloro-5-(trifluoromethyl)pyridine), C(C1=CC=CC=C1)OC=1C=C(C=C(C1OCC1=CC=CC=C1)[N+](=O)[O-])C=1N=NNN1 (5-(3,4-bis-benzyloxy-5-nitro-phenyl)-2H-tetrazole), C([O-])([O-])=O.[K+].[K+] (potassium carbonate). Run in C(C)#N (acetonitrile), ClCCl (dichloromethane). The product is C(C1=CC=CC=C1)OC=1C=C(C=C(C1OCC1=CC=CC=C1)[N+](=O)[O-])C=1N=NN(N1)C1=NC=C(C=C1)C(F)(F)F (2-(5-(3,4-bis(benzyloxy)-5-nitrophenyl)-2H-tetrazol-2-yl)-5-(trifluoromethyl)pyridine). RXN SMILES: Cl[C:2]1[CH:7]=[CH:6][C:5]([C:8]([F:11])([F:10])[F:9])=[CH:4][N:3]=1.[CH2:12]([O:19][C:20]1[CH:21]=[C:22]([C:37]2[N:38]=[N:39][NH:40][N:41]=2)[CH:23]=[C:24]([N+:34]([O-:36])=[O:35])[C:25]=1[O:26][CH2:27][C:28]1[CH:33]=[CH:32][CH:31]=[CH:30][CH:29]=1)[C:13]1[CH:18]=[CH:17][CH:16]=[CH:15][CH:14]=1.C(=O)([O-])[O-].[K+].[K+]>C(#N)C.ClCCl>[CH2:12]([O:19][C:20]1[CH:21]=[C:22]([C:37]2[N:38]=[N:39][N:40]([C:2]3[CH:7]=[CH:6][C:5]([C:8]([F:11])([F:10])[F:9])=[CH:4][N:3]=3)[N:41]=2)[CH:23]=[C:24]([N+:34]([O-:36])=[O:35])[C:25]=1[O:26][CH2:27][C:28]1[CH:33]=[CH:32][CH:31]=[CH:30][CH:29]=1)[C:13]1[CH:18]=[CH:17][CH:16]=[CH:15][CH:14]=1 |f:2.3.4|. Procedure: 2-chloro-5-(trifluoromethyl)pyridine (0.181 g, 1.00 mmol) was added to a stirred suspension of 5-(3,4-bis-benzyloxy-5-nitro-phenyl)-2H-tetrazole (0.4 g, 1.00 mmol) and potassium carbonate (0.14 g, 1 mmol) in acetonitrile (10 mL). The reaction mixture was stirred at room temperature till completion, then diluted with dichloromethane and washed with water. The organic phase was separated, dried over anhydrous magnesium sulphate, filtered and evaporated to dryness to leave a crude residue that was ... The reactants are IC (iodomethane), FC1=CC=C(C=C1)[Si](CN1N=CN=C1)(C)C1=CC=C(C=C1)F (bis(4-fluorophenyl)methyl(1H-1,2,4-triazol-1-ylmethyl)silane), liquid, C(=O)=S (carbonyl sulfide), [NH4+].[Cl-] (NH4Cl). Solvent: C1CCOC1 (THF). Conditions: time 3 day. Yields the product FC1=CC=C(C=C1)[Si](CN1N=CN=C1C(=S)C)(C)C1=CC=C(C=C1)F (bis(4-Fluorophenyl)methyl(5-methylthiocarbonyl-1H-1,2,4-triazol-1-ylmethyl)silane). As a reaction SMILES: [F:1][C:2]1[CH:7]=[CH:6][C:5]([Si:8]([C:16]2[CH:21]=[CH:20][C:19]([F:22])=[CH:18][CH:17]=2)([CH3:15])[CH2:9][N:10]2[CH:14]=[N:13][CH:12]=[N:11]2)=[CH:4][CH:3]=1.[C:23](=[S:25])=O.I[CH3:27].[NH4+].[Cl-]>C1COCC1>[F:1][C:2]1[CH:3]=[CH:4][C:5]([Si:8]([C:16]2[CH:17]=[CH:18][C:19]([F:22])=[CH:20][CH:21]=2)([CH3:15])[CH2:9][N:10]2[C:14]([C:23]([CH3:27])=[S:25])=[N:13][CH:12]=[N:11]2)=[CH:6][CH:7]=1 |f:3.4|. Procedure details: To a -78° C. solution of 0.016 mol of lithio[bis(4-fluorophenyl)methyl(1H-1,2,4-triazol-1-ylmethyl)silane, prepared in 75 mL of THF as described in Example 1, was added 1 mL of liquid carbonyl sulfide. The solution was allowed to warm to 0° over 1 hour, and 1.0 mL (0.016 mol) of iodomethane was added. The reaction mixture was stored at 25° for 3 days, then poured into saturated aqueous NH4Cl. The aqueous layer was extracted twice with ether, and the combined organic layers were dried (MgSO4) and... Reactants: CN1CCOCC1 (N-methylmorpholine), Cl.CNC(CN)=O (glycine methyl amide HCl), BrC1=C(N=CN(C1=O)C=1C=C(C(=O)O)C=CC1C)OCC1=C(C=C(C=C1)F)F (3-[5-bromo-4-[(2,4-difluorobenzyl)oxy]-6-oxopyrimidin-1(6H)-yl]-4-methylbenzoic acid), ClC(=O)OCC(C)C (isobutyl chloroformate), CN1CCOCC1 (N-methylmorpholine). Reagents/catalysts: CN(C)C=1C=CN=CC1 (DMAP). Solvent: C(C)#N.O (acetonitrile water), CC(=O)N(C)C (dimethylacetamide). Run at temperature 0 celsius, time 10 minute. The product is BrC1=C(N=CN(C1=O)C=1C=C(C(=O)NCC(=O)NC)C=CC1C)OCC1=C(C=C(C=C1)F)F (3-[5-bromo-4-[(2,4-difluorobenzyl)oxy]-6-oxopyrimidin-1(6H)-yl]-4-methyl-N-{1-[(methylamino)carbonyl]methyl}benzamide). The yield is 41.1%. Reaction SMILES: [Br:1][C:2]1[C:7](=[O:8])[N:6]([C:9]2[CH:10]=[C:11]([CH:15]=[CH:16][C:17]=2[CH3:18])[C:12]([OH:14])=O)[CH:5]=[N:4][C:3]=1[O:19][CH2:20][C:21]1[CH:26]=[CH:25][C:24]([F:27])=[CH:23][C:22]=1[F:28].ClC(OCC(C)C)=O.CN1CCOCC1.Cl.[CH3:45][NH:46][C:47](=[O:50])[CH2:48][NH2:49]>CC(N(C)C)=O.CN(C1C=CN=CC=1)C.C(#N)C.O>[Br:1][C:2]1[C:7](=[O:8])[N:6]([C:9]2[CH:10]=[C:11]([CH:15]=[CH:16][C:17]=2[CH3:18])[C:12]([NH:49][CH2:48][C:47]([NH:46][CH3:45])=[O:50])=[O:14])[CH:5]=[N:4][C:3]=1[O:19][CH2:20][C:21]1[CH:26]=[CH:25][C:24]([F:27])=[CH:23][C:22]=1[F:28] |f:3.4,7.8|. Procedure: To a cold solution of 3-[5-bromo-4-[(2,4-difluorobenzyl)oxy]-6-oxopyrimidin-1(6H)-yl]-4-methylbenzoic acid (0.8 g, 1.7 mmol) in anhydrous dimethylacetamide (3.2 mL) was added isobutyl chloroformate (0.23 mL, 1.7 mmol) followed by N-methylmorpholine (0.25 mL, 2.2 mmol). The reaction mixture stirred under argon atmosphere at 0° C. for 10 min and then at room temperature for 30 min. At which time another equivalent of N-methylmorpholine (0.29 mL, 2.5 mmol) was added to reaction mixture, followed by...